This data is from the Open Reaction Database (ORD), a public repository of structured organic reaction records. The task is: describe an organic reaction: reactants, conditions, products, and yield The reactants are [BH4-], c1ccc2c(c1)CCN2, CCOC(C)=O, CC(=O)O, CC(Cl)Cl, O=C1CCN(c2ccc(F)cc2)CC1, [Na+]. Product: Fc1ccc(N2CCC(N3CCc4ccccc43)CC2)cc1. As a reaction SMILES: [BH4-:1].[CH2:3]1[CH2:4][c:5]2[cH:6][cH:7][cH:8][cH:9][c:10]2[NH:11]1.[CH3:30][CH2:31][O:32][C:33](=[O:34])[CH3:35].[CH3:36][C:37](=[O:38])[OH:39].[Cl:26][CH:27]([Cl:28])[CH3:29].[F:12][c:13]1[cH:14][cH:15][c:16]([N:19]2[CH2:20][CH2:21][C:22](=[O:25])[CH2:23][CH2:24]2)[cH:17][cH:18]1.[Na+:2]>>[CH2:3]1[CH2:4][c:5]2[cH:6][cH:7][cH:8][cH:9][c:10]2[N:11]1[CH:22]1[CH2:21][CH2:20][N:19]([c:16]2[cH:15][cH:14][c:13]([F:12])[cH:18][cH:17]2)[CH2:24][CH2:23]1. Reactants: NC(C(=O)O)C1=CC=C(C=C1)Cl (2-Amino-2-(4-chlorophenyl)acetic acid), II (iodine), CS(=O)(=O)OCC(C1=CC=C(C=C1)Cl)NC(=O)OC(C)(C)C (2-(tert-butoxycarbonylamino)-2-(4-chlorophenyl)ethyl methanesulfonate), [BH4-].[Na+] (sodium borohydride). Run in C1CCOC1 (THF), C1CCOC1 (THF). Yields the product CS(=O)(=O)OCC(C1=CC=C(C=C1)Cl)NC(=O)OC(C)(C)C (2-(tert-butoxycarbonylamino)-2-(4-chlorophenyl)ethyl methanesulfonate), NC(CO)C1=CC=C(C=C1)Cl (2-amino-2-(4-chlorophenyl)ethanol). Isolated yield 11.9%. As a reaction SMILES: [CH3:1][S:2]([O:5][CH2:6][CH:7]([NH:15][C:16]([O:18][C:19]([CH3:22])([CH3:21])[CH3:20])=[O:17])[C:8]1[CH:13]=[CH:12][C:11]([Cl:14])=[CH:10][CH:9]=1)(=[O:4])=[O:3].[NH2:23][CH:24]([C:28]1[CH:33]=[CH:32][C:31]([Cl:34])=[CH:30][CH:29]=1)[C:25](O)=[O:26].[BH4-].[Na+].II>C1COCC1>[CH3:1][S:2]([O:5][CH2:6][CH:7]([NH:15][C:16]([O:18][C:19]([CH3:22])([CH3:21])[CH3:20])=[O:17])[C:8]1[CH:13]=[CH:12][C:11]([Cl:14])=[CH:10][CH:9]=1)(=[O:3])=[O:4].[NH2:23][CH:24]([C:28]1[CH:33]=[CH:32][C:31]([Cl:34])=[CH:30][CH:29]=1)[CH2:25][OH:26] |f:2.3|. Reported procedure: The tert-butyl 1-(4-chlorophenyl)-2-hydroxyethylcarbamate used in the above reaction was prepared as follows. 2-Amino-2-(4-chlorophenyl)acetic acid (12 g, 64.65 mmol) was stirred in THF (200 mL) and sodium borohydride (5.82 g, 153.87 mmol) was added in portions to the stirred mixture under nitrogen. A solution of iodine (16.41 g, 64.65 mmol) in THF (20 mL) was added dropwise maintaining the temperature below 15° C. using an ice bath. The resulting mixture was warmed to room temperature and stirr... Reactants: ClC1=C(C(=O)N)C=C(C(=N1)Cl)C1CC1 (2,6-dichloro-5-cyclopropylnicotinamide), OCCCC(C)=O (5-hydroxypentan-2-one), [H-].[Na+] (NaH). Solvent: CN(C)C=O (DMF). Reaction conditions: time 8 hour. Yields the product ClC1=NC(=C(C(=O)N)C=C1C1CC1)OCCCC(C)=O (6-chloro-5-cyclopropyl-2-(4-oxopentyloxy)nicotinamide). The yield is 19.5%. As a reaction SMILES: Cl[C:2]1[N:10]=[C:9]([Cl:11])[C:8]([CH:12]2[CH2:14][CH2:13]2)=[CH:7][C:3]=1[C:4]([NH2:6])=[O:5].[OH:15][CH2:16][CH2:17][CH2:18][C:19](=[O:21])[CH3:20].[H-].[Na+]>CN(C=O)C>[Cl:11][C:9]1[C:8]([CH:12]2[CH2:14][CH2:13]2)=[CH:7][C:3]([C:4]([NH2:6])=[O:5])=[C:2]([O:15][CH2:16][CH2:17][CH2:18][C:19](=[O:21])[CH3:20])[N:10]=1 |f:2.3|. Procedure: To a mixture of 2,6-dichloro-5-cyclopropylnicotinamide (2.00 g, 8.66 mmol) and 5-hydroxypentan-2-one (883 mg, 8.66 mmol) in DMF (30 mL) was added and NaH (416 mg, 10.4 mmol) in portions at 0° C. The mixture was stirred at r.t. overnight, quenched by water, extracted by EtOAc. The separated organics was dried, concentrated and purified by column chromatography (Petroleum ether:EtOAc=10:1˜1:1) to give 6-chloro-5-cyclopropyl-2-(4-oxopentyloxy)nicotinamide (500 mg, 19.4%). Yields the product COCCOCC(=O)SC1CC(N1C(C(=O)OCC1=CC=C(C=C1)[N+](=O)[O-])Cl)=O (p-Nitrobenzyl 2-[4-(2-Methoxyethoxyacetylthio)-2-oxo-1-azetidinyl]-2-chloroacetate). The reactants are COCCOCC(=O)SC1CC(N1C(C(=O)OCC1=CC=C(C=C1)[N+](=O)[O-])O)=O (p-nitrobenzyl 2-[4-(2-methoxyethoxyacetylthio)-2-oxo-1-azetidinyl]-2-hydroxyacetate), S(=O)(Cl)Cl (thionyl chloride). Procedure details: To 800 mg. of p-nitrobenzyl 2-[4-(2-methoxyethoxyacetylthio)-2-oxo-1-azetidinyl]-2-hydroxyacetate was added (all at once) at 0° under N2 atmosphere, thionyl chloride (3 ml.) and the mixture was stirred at room temperature under N2 for 1 hour. The excess of thionyl chloride was removed in vacuo and the residue dissolved in dry benzene (10 ml.) and evaporated to dryness. There was obtained the title product (791 mg.) as a yellowish oil. nmr (CDCl3): δppm 2.9-3.9 (2H, m, H-3), 4.10 (3H, s, --OCH3),... RXN SMILES: [CH3:1][O:2][CH2:3][CH2:4][O:5][CH2:6][C:7]([S:9][CH:10]1[N:13]([CH:14](O)[C:15]([O:17][CH2:18][C:19]2[CH:24]=[CH:23][C:22]([N+:25]([O-:27])=[O:26])=[CH:21][CH:20]=2)=[O:16])[C:12](=[O:29])[CH2:11]1)=[O:8].S(Cl)([Cl:32])=O>>[CH3:1][O:2][CH2:3][CH2:4][O:5][CH2:6][C:7]([S:9][CH:10]1[N:13]([CH:14]([Cl:32])[C:15]([O:17][CH2:18][C:19]2[CH:24]=[CH:23][C:22]([N+:25]([O-:27])=[O:26])=[CH:21][CH:20]=2)=[O:16])[C:12](=[O:29])[CH2:11]1)=[O:8]. Reactants: Cl.NO (Hydroxylarnine hydrochloride), O=C(C(=O)OC)C1=CSC2=C1C=CC=C2 (methyl 2-oxo-2-(3-benzothienyl)acetate). The solvent is CO (methanol). Reaction conditions: time 8 hour. The product is ON=C(C(=O)OC)C1=CSC2=C1C=CC=C2 (Methyl 2-hydroxyimino-2-(3-benzothienyl)acetate). Isolated yield 73.7%. As a reaction SMILES: Cl.[NH2:2][OH:3].O=[C:5]([C:10]1[C:14]2[CH:15]=[CH:16][CH:17]=[CH:18][C:13]=2[S:12][CH:11]=1)[C:6]([O:8][CH3:9])=[O:7]>CO>[OH:3][N:2]=[C:5]([C:10]1[C:14]2[CH:15]=[CH:16][CH:17]=[CH:18][C:13]=2[S:12][CH:11]=1)[C:6]([O:8][CH3:9])=[O:7] |f:0.1|. Reported procedure: Hydroxylarnine hydrochloride (503 mg) was added to a stirred solution of methyl 2-oxo-2-(3-benzothienyl)acetate (790 mg) in methanol (30 ml). When all the solid had dissolved the mixture was allowed to stand overnight. The solvent was evaporated and the residue partitioned between ethyl acetace and water. The organic phase was washed with water and brine, dried over magnesium sulphate and evaporated. The title oxime (622 mg) was isolated as a mixture of isomers by column chromatography of the re... Starting materials: CC(C)(C)S(N)=O, ClCCl, O=Cc1ccc(C(F)(F)F)cc1C(F)(F)F, O. Yields the product CC(C)(C)S(=O)N=Cc1ccc(C(F)(F)F)cc1C(F)(F)F. Reaction SMILES: [C:17]([CH3:18])([CH3:19])([CH3:20])[S:21](=[O:22])[NH2:23].[Cl:24][CH2:25][Cl:26].[F:1][C:2]([c:3]1[c:4]([CH:5]=[O:6])[cH:7][cH:8][c:9]([C:11]([F:12])([F:13])[F:14])[cH:10]1)([F:15])[F:16].[OH2:27]>>[F:1][C:2]([c:3]1[c:4]([CH:5]=[N:23][S:21]([C:17]([CH3:18])([CH3:19])[CH3:20])=[O:22])[cH:7][cH:8][c:9]([C:11]([F:12])([F:13])[F:14])[cH:10]1)([F:15])[F:16]. Reactants: Sodium methylate methanol, C(C1=CC=CC=C1)(=O)NC1=C(C=CC=C1)C(C(=O)N)C#N (2-(2-benzoylaminophenyl)-2-cyanoacetamide), C(C1=CC=CC=C1)(=O)NC1=C(C=CC=C1)C(C(=O)N)C#N (2-(2-benzoylaminophenyl)-2-cyanoacetamide). Solvent: CO (methanol). Conditions: temperature 90 celsius, time 4.5 hour. Product: NC=1NC2=CC=CC=C2C1C(=O)N (2-Aminoindole-3-carboxamide). Yield: 53.0%. RXN SMILES: C([NH:9][C:10]1[CH:15]=[CH:14][CH:13]=[CH:12][C:11]=1[CH:16]([C:20]#[N:21])[C:17]([NH2:19])=[O:18])(=O)C1C=CC=CC=1>CO>[NH2:21][C:20]1[NH:9][C:10]2[C:11]([C:16]=1[C:17]([NH2:19])=[O:18])=[CH:12][CH:13]=[CH:14][CH:15]=2. Procedure: Sodium methylate methanol solution (28%, 96 g, 0.50 mol) was added to a solution of 2-(2-benzoylaminophenyl)-2-cyanoacetamide (Reference compound 17-1, 30 g, 0.11 mol) in anhydrous methanol (200 mL), and the mixture was stirred at 90° C. for 4.5 hours. The reaction mixture was concentrated by half in the volume under reduced pressure. After ice-water (500 mL) was added to the mixture, the whole was extracted with ethyl acetate (400 mL×2). The organic layer was washed with brine (300 mL), and dri...